Dataset: the Open Reaction Database (ORD), a public repository of structured organic reaction records. Task: describe an organic reaction: reactants, conditions, products, and yield Reactants: Br, CC(=O)O, COC(=O)N1CCC(c2cc(=O)[nH]o2)CC1c1cc(F)c(F)c(F)c1. Product: O=c1cc(C2CCNC(c3cc(F)c(F)c(F)c3)C2)o[nH]1. Reaction SMILES: [BrH:30].[CH3:26][C:27](=[O:28])[OH:29].[O:1]=[c:2]1[nH:3][o:4][c:5]([CH:7]2[CH2:8][CH:9]([c:17]3[cH:18][c:19]([F:25])[c:20]([F:24])[c:21]([F:23])[cH:22]3)[N:10]([C:13]([O:14][CH3:15])=[O:16])[CH2:11][CH2:12]2)[cH:6]1>>[O:1]=[c:2]1[nH:3][o:4][c:5]([CH:7]2[CH2:8][CH:9]([c:17]3[cH:18][c:19]([F:25])[c:20]([F:24])[c:21]([F:23])[cH:22]3)[NH:10][CH2:11][CH2:12]2)[cH:6]1. Starting materials: Cc1nc2sccn2c1C(=O)NCC1CC2CC2N1, Nc1nc(-c2ccccc2C(=O)O)cs1. The product is Cc1nc2sccn2c1C(=O)NCC1CC2CC2N1C(=O)c1ccccc1-c1csc(N)n1. As a reaction SMILES: [CH:1]12[NH:2][CH:3]([CH2:7][NH:8][C:9](=[O:10])[c:11]3[c:12]([CH3:19])[n:13][c:14]4[s:15][cH:16][cH:17][n:18]34)[CH2:4][CH:5]1[CH2:6]2.[NH2:20][c:21]1[s:22][cH:23][c:24](-[c:26]2[c:27]([C:28](=[O:29])[OH:30])[cH:31][cH:32][cH:33][cH:34]2)[n:25]1>>[CH:1]12[N:2]([C:28]([c:27]3[c:26](-[c:24]4[cH:23][s:22][c:21]([NH2:20])[n:25]4)[cH:34][cH:33][cH:32][cH:31]3)=[O:29])[CH:3]([CH2:7][NH:8][C:9](=[O:10])[c:11]3[c:12]([CH3:19])[n:13][c:14]4[s:15][cH:16][cH:17][n:18]34)[CH2:4][CH:5]1[CH2:6]2. Starting materials: Cc1sc2nc(-c3ccno3)nc(Cl)c2c1Cl, NCc1ccc(F)cc1. Yields the product Cc1sc2nc(-c3ccno3)nc(NCc3ccc(F)cc3)c2c1Cl. As a reaction SMILES: [Cl:10][c:11]1[c:12]2[c:13]([n:14][c:15](-[c:17]3[cH:18][cH:19][n:20][o:21]3)[n:16]1)[s:22][c:23]([CH3:26])[c:24]2[Cl:25].[F:1][c:2]1[cH:3][cH:4][c:5]([CH2:6][NH2:7])[cH:8][cH:9]1>>[F:1][c:2]1[cH:3][cH:4][c:5]([CH2:6][NH:7][c:11]2[c:12]3[c:13]([n:14][c:15](-[c:17]4[cH:18][cH:19][n:20][o:21]4)[n:16]2)[s:22][c:23]([CH3:26])[c:24]3[Cl:25])[cH:8][cH:9]1. Run at temperature 0 celsius. Reported procedure: Into a 50-mL round-bottom flask, was placed [2-methoxy-6-(trifluoromethyl)phenyl]methanol (1.0 g, 4.85 mmol, 1.00 equiv), chloroform (10.0 g). This was followed by the addition of thionyl chloride (1.73 g, 14.54 mmol, 3.00 equiv) dropwise with stirring at 0° C. The resulting solution was stirred for 1 h at 30° C. The reaction progress was monitored by GCMS. The reaction was then quenched by the addition of 10 mL of water. The resulting solution was extracted with 3×15 mL of dichloromethane and t... Yields the product ClCC1=C(C=CC=C1C(F)(F)F)OC (2-(chloromethyl)-1-methoxy-3-(trifluoromethyl)benzene). RXN SMILES: [CH3:1][O:2][C:3]1[CH:8]=[CH:7][CH:6]=[C:5]([C:9]([F:12])([F:11])[F:10])[C:4]=1[CH2:13]O.S(Cl)([Cl:17])=O>C(Cl)(Cl)Cl>[Cl:17][CH2:13][C:4]1[C:5]([C:9]([F:12])([F:11])[F:10])=[CH:6][CH:7]=[CH:8][C:3]=1[O:2][CH3:1]. Run in C(Cl)(Cl)Cl (chloroform). Starting materials: COC1=C(C(=CC=C1)C(F)(F)F)CO ([2-methoxy-6-(trifluoromethyl)phenyl]methanol), S(=O)(Cl)Cl (thionyl chloride). Reactants: C(C1=CC=CC=C1)OC(=O)C1=C(NC2=CC=C(C=C12)OCCCl)C (5-(2-Chloro-ethoxy)-2-methyl-1H-indole-3-carboxylic acid benzyl ester), C(=O)([O-])[O-].[K+].[K+] (K2CO3), CC12CC(CC(NC1)C2)(C)C (1,3,3-trimethyl-6-azabicyclo-[3,2,1]octane). Run in C(C)#N (acetonitrile). Product: N1C(=CC2=CC=CC=C12)N (indole-amine). Yield: 52.2%. As a reaction SMILES: C(OC([C:11]1[C:19]2[C:14](=[CH:15][CH:16]=[C:17](OCCCl)[CH:18]=2)[NH:13][C:12]=1C)=O)C1C=CC=CC=1.C([O-])([O-])=O.[K+].[K+].CC12CC([NH:37]C1)CC(C)(C)C2>C(#N)C>[NH:13]1[C:14]2[C:19](=[CH:18][CH:17]=[CH:16][CH:15]=2)[CH:11]=[C:12]1[NH2:37] |f:1.2.3|. Procedure details: 5-(2-Chloro-ethoxy)-2-methyl-1H-indole-3-carboxylic acid benzyl ester (0.500 g, 1.450 mmol, 1 eq, Example 1, Step A) was suspended in dry acetonitrile (30 mL) under Ar. K2CO3 (0.400 g, 2.900 mmol, 2 eq) and KI (0.025 g, 0.145 mmol, 0.1 eq) were added followed by the addition of 1,3,3-trimethyl-6-azabicyclo-[3,2,1]octane (0.334 g, 2.180 mmol, 1.5 eq). The reaction mixture was stirred and heated to reflux for 24 hours. Then the reaction was quenched with saturated sodium bicarbonate and extracted ...